From a dataset of the Open Reaction Database (ORD), a public repository of structured organic reaction records. describe an organic reaction: reactants, conditions, products, and yield The solvent is C(Cl)(Cl)Cl (chloroform). Yields the product C(C)(=O)C1=C(N=C2N1C=CC1=C(C=CC=C21)Cl)C (3-acetyl-7-chloro-2-methylimidazo[2,1-a]isoquinoline). Procedure: To a suspension of 1-amino-5-chloroisoquinoline (10 g) in chloroform (150 ml) was added dropwise 3-chloro-2,4-pentanedione (11.3 g). The mixture was refluxed for 6 hours and then allowed to stand at room temperature over night. The mixture was washed successively with aqueous sodium bicarbonate and water, dried over magnesium sulfate and evaporated in vacuo. The residue was purified by column chromatography on silica gel (200 g) with chloroform as an eluent to afford a solid. This solid was recr... Starting materials: NC1=NC=CC2=C(C=CC=C12)Cl (1-amino-5-chloroisoquinoline), ClC(C(C)=O)C(C)=O (3-chloro-2,4-pentanedione). Reaction SMILES: [NH2:1][C:2]1[C:11]2[C:6](=[C:7]([Cl:12])[CH:8]=[CH:9][CH:10]=2)[CH:5]=[CH:4][N:3]=1.Cl[CH:14]([C:18](=O)[CH3:19])[C:15](=[O:17])[CH3:16]>C(Cl)(Cl)Cl>[C:15]([C:14]1[N:3]2[CH:4]=[CH:5][C:6]3[C:11]([C:2]2=[N:1][C:18]=1[CH3:19])=[CH:10][CH:9]=[CH:8][C:7]=3[Cl:12])(=[O:17])[CH3:16]. Yield: 9.0%. Reactants: C(C1=CC=CC=C1)N1C(=CC=2C1=C(N=C(C2)C(=O)O)N2CC1=CC=CC=C1CC2)C (1-benzyl-7-(3,4-dihydro-1H-isoquinolin-2-yl)-2-methyl-1H-pyrrolo[2,3-c]pyridin-5-carboxylic acid), CN1CCNCC1 (1-methylpiperazine). Product: C(C1=CC=CC=C1)N1C(=CC=2C1=C(N=C(C2)C(=O)N2CCN(CC2)C)N2CC1=CC=CC=C1CC2)C ([1-benzyl-7-(3,4-dihydro-1H-isoquinolin-2-yl)-2-methyl-1H-pyrrolo[2,3-c]pyridin-5-yl]-(4-methylpiperazin-1-yl)-methanone). Isolated yield 57.0%. RXN SMILES: [CH2:1]([N:8]1[C:12]2=[C:13]([N:20]3[CH2:29][CH2:28][C:27]4[C:22](=[CH:23][CH:24]=[CH:25][CH:26]=4)[CH2:21]3)[N:14]=[C:15]([C:17](O)=[O:18])[CH:16]=[C:11]2[CH:10]=[C:9]1[CH3:30])[C:2]1[CH:7]=[CH:6][CH:5]=[CH:4][CH:3]=1.[CH3:31][N:32]1[CH2:37][CH2:36][NH:35][CH2:34][CH2:33]1>>[CH2:1]([N:8]1[C:12]2=[C:13]([N:20]3[CH2:29][CH2:28][C:27]4[C:22](=[CH:23][CH:24]=[CH:25][CH:26]=4)[CH2:21]3)[N:14]=[C:15]([C:17]([N:35]3[CH2:36][CH2:37][N:32]([CH3:31])[CH2:33][CH2:34]3)=[O:18])[CH:16]=[C:11]2[CH:10]=[C:9]1[CH3:30])[C:2]1[CH:3]=[CH:4][CH:5]=[CH:6][CH:7]=1. Reported procedure: In accordance with the same procedures as in Step 1 of Example 756, except for using 1-benzyl-7-(3,4-dihydro-1H-isoquinolin-2-yl)-2-methyl-1H-pyrrolo[2,3-c]pyridin-5-carboxylic acid prepared in Step 1 and 1-methylpiperazine, the titled compound was obtained as a white solid. (Yield: 57%) The reactants are C(CN)N (Ethane-1,2-diamine), C(\C=C\C)(=O)OCC ((E)-ethyl but-2-enoate). Run in CO (MeOH). The product is CC1CC(NCCN1)=O (7-Methyl-1,4-diazepan-5-one). As a reaction SMILES: [CH2:1]([NH2:4])[CH2:2][NH2:3].[C:5](OCC)(=[O:9])/[CH:6]=[CH:7]/[CH3:8]>CO>[CH3:8][CH:7]1[NH:4][CH2:1][CH2:2][NH:3][C:5](=[O:9])[CH2:6]1. Reported procedure: Ethane-1,2-diamine (1.35 g, 22.44 mmol) and (E)-ethyl but-2-enoate (2.56 g, 22.44 mmol) in MeOH (22 mL) was stirred at room temperature overnight. Solvent was evaporated under reduced pressure and crude product purified by chromatography on silica gel with a gradient of DCM to DCM:2M NH3/MeOH (4:1, v/v) as eluent. This afforded a mixture of desired product and uncyclised material. The mixture was diluted with MeOH (4 mL) and heated in the microwave at 150° C. for 10 min followed by 160° C. for 1... The reactants are FC(C(=O)O)(F)F (trifluoroacetic acid), C[C@@H](C(C)(C)C)NC(=O)C1=CN(C2=NC=C(N=C21)C2=NN(C1=CC=C(C=C21)Cl)C)COCC[Si](C)(C)C (2-(5-chloro-1-methyl-1H-indazol-3-yl)-5-(2-trimethylsilanylethoxymethyl)-5H-pyrrolo[2,3-b]pyrazine-7-carboxylic acid ((S)-1,2,2-trimethyl-propyl)-amide), C(CN)N (ethylenediamine). Run in ClCCl (dichloromethane). Run at time 2 hour. Yields the product C[C@@H](C(C)(C)C)NC(=O)C1=CNC2=NC=C(N=C21)C2=NN(C1=CC=C(C=C21)Cl)C (2-(5-chloro-1-methyl-1H-indazol-3-yl)-5H-pyrrolo[2,3-b]pyrazine-7-carboxylic acid ((S)-1,2,2-trimethyl-propyl)-amide). Yield: 85.9%. As a reaction SMILES: [CH3:1][C@H:2]([NH:7][C:8]([C:10]1[C:18]2[C:13](=[N:14][CH:15]=[C:16]([C:19]3[C:27]4[C:22](=[CH:23][CH:24]=[C:25]([Cl:28])[CH:26]=4)[N:21]([CH3:29])[N:20]=3)[N:17]=2)[N:12](COCC[Si](C)(C)C)[CH:11]=1)=[O:9])[C:3]([CH3:6])([CH3:5])[CH3:4].FC(F)(F)C(O)=O.C(N)CN>ClCCl>[CH3:1][C@H:2]([NH:7][C:8]([C:10]1[C:18]2[C:13](=[N:14][CH:15]=[C:16]([C:19]3[C:27]4[C:22](=[CH:23][CH:24]=[C:25]([Cl:28])[CH:26]=4)[N:21]([CH3:29])[N:20]=3)[N:17]=2)[NH:12][CH:11]=1)=[O:9])[C:3]([CH3:6])([CH3:5])[CH3:4]. Reported procedure: In a round-bottomed flask, 2-(5-chloro-1-methyl-1H-indazol-3-yl)-5-(2-trimethylsilanylethoxymethyl)-5H-pyrrolo[2,3-b]pyrazine-7-carboxylic acid ((S)-1,2,2-trimethyl-propyl)-amide (90 mg, 0.17 mmol) was dissolved in dichloromethane (0.8 ml) and trifluoroacetic acid (0.5 ml, 6.6 mmol) was added. The reaction mixture was stirred at room temperature for 2 h then concentrated. The residue was redissolved in dichloromethane (0.8 ml) and ethylenediamine (0.7 ml, 9.9 mmol) was added. The solution was st... Reactants: C1(CCCCC1)O (cyclohexanol), THP, COC1CCC(CC1)C(=O)O (4-Methoxycyclohexanoic acid), BrCC1(CCCCC1)O (bromomethylcyclohexanol), THP. Product: BrCC1CCC(CC1)O (4-bromomethyl-cyclohexanol). As a reaction SMILES: [CH:1]1([OH:7])[CH2:6][CH2:5][CH2:4][CH2:3][CH2:2]1.[Br:8][CH2:9]C1(O)CCCCC1.COC1CCC(C(O)=O)CC1>>[Br:8][CH2:9][CH:4]1[CH2:5][CH2:6][CH:1]([OH:7])[CH2:2][CH2:3]1. Procedure details: Modified polyvinylbutryal containing a pendant group with cyclohexanol was prepared by the reaction of PVB with tetrahydropyranyl (THP) protected bromomethylcyclohexanol, followed by acid hydrolysis of the THP protection group. The THP-protected cyclohexanol-containing moiety was prepared by the following reaction sequence: 4-Methoxycyclohexanoic acid was reduced with borane-tetrahydrofuran complex to obtain 4-bromomethyl-cyclohexanol. This compound was treated with phosphorus tribromide to obta...